From a dataset of the Open Reaction Database (ORD), a public repository of structured organic reaction records. describe an organic reaction: reactants, conditions, products, and yield The reactants are C1CCOC1, O=C(Cl)c1ccc2c(c1)OCCc1cc(-c3n[nH]c(=O)n3-c3ccccc3Cl)sc1-2, NCCN, O, c1ccncc1. The product is NCCNC(=O)c1ccc2c(c1)OCCc1cc(-c3n[nH]c(=O)n3-c3ccccc3Cl)sc1-2. Reaction SMILES: [CH2:41]1[O:42][CH2:43][CH2:44][CH2:45]1.[Cl:11][c:12]1[c:13](-[n:18]2[c:19](-[c:24]3[cH:25][c:26]4[c:27]([s:40]3)-[c:28]3[c:29]([cH:33][c:34]([C:37](=[O:38])[Cl:39])[cH:35][cH:36]3)[O:30][CH2:31][CH2:32]4)[n:20][nH:21][c:22]2=[O:23])[cH:14][cH:15][cH:16][cH:17]1.[NH2:1][CH2:2][CH2:3][NH2:4].[OH2:46].[cH:5]1[cH:6][cH:7][n:8][cH:9][cH:10]1>>[NH2:1][CH2:2][CH2:3][NH:4][C:37]([c:34]1[cH:33][c:29]2[c:28]([cH:36][cH:35]1)-[c:27]1[c:26]([cH:25][c:24](-[c:19]3[n:18](-[c:13]4[c:12]([Cl:11])[cH:17][cH:16][cH:15][cH:14]4)[c:22](=[O:23])[nH:21][n:20]3)[s:40]1)[CH2:32][CH2:31][O:30]2)=[O:38]. Starting materials: anhydride, C(CC(=O)[O-])(=O)OC(C1=CC=C(C=C1)[N+](=O)[O-])C(C)(C)C (t-butyl-(p-nitrobenzyl) malonate), O1CCCC1 (tetrahydrofuran), [H-].[Na+] (sodium hydride), CN1CCOCC1 (N-methylmorpholine), ClC(=O)OCC (ethyl chloroformate), C(C1=CC=C(C=C1)OC)C(N1C(C(C1CC(=O)O)C(C)OC(=O)OCC1=CC=C(C=C1)[N+](=O)[O-])=O)CC1=CC=C(C=C1)OC (1-(di-p-anisylmethyl)-3-(1-p-nitrobenzyloxycarbonyloxyethyl)-4-carboxymethyl-2-azetidinone). Run in C(Cl)Cl (methylene chloride). Conditions: time 30 minute. Product: C(C1=CC=C(C=C1)OC)C(N1C(C(C1CC(C(C(=O)OCC1=CC=C(C=C1)[N+](=O)[O-])C(=O)OC(C)(C)C)=O)C(C)OC(=O)OCC1=CC=C(C=C1)[N+](=O)[O-])=O)CC1=CC=C(C=C1)OC (1-(di-p-anisylmethyl)-3-(1-p-nitrobenzyloxycarbonyloxyethyl)-4-[3-t-butoxycarbonyl-3-(p-nitrobenzyloxycarbonyl)-2-oxopropyl]-2-azetidinone). RXN SMILES: [CH2:1]([CH:10]([CH2:36][C:37]1[CH:42]=[CH:41][C:40]([O:43][CH3:44])=[CH:39][CH:38]=1)[N:11]1[CH:14]([CH2:15][C:16](O)=[O:17])[CH:13]([CH:19]([O:21][C:22]([O:24][CH2:25][C:26]2[CH:31]=[CH:30][C:29]([N+:32]([O-:34])=[O:33])=[CH:28][CH:27]=2)=[O:23])[CH3:20])[C:12]1=[O:35])[C:2]1[CH:7]=[CH:6][C:5]([O:8][CH3:9])=[CH:4][CH:3]=1.[CH3:45]N1CCOCC1.ClC(OCC)=O.[C:58]([O:64][CH:65](C(C)(C)C)[C:66]1[CH:71]=[CH:70][C:69]([N+:72]([O-:74])=[O:73])=[CH:68][CH:67]=1)(=[O:63])[CH2:59][C:60]([O-:62])=[O:61].[H-].[Na+].O1[CH2:85][CH2:84][CH2:83]C1>C(Cl)Cl>[CH2:36]([CH:10]([CH2:1][C:2]1[CH:3]=[CH:4][C:5]([O:8][CH3:9])=[CH:6][CH:7]=1)[N:11]1[CH:14]([CH2:15][C:16](=[O:17])[CH:59]([C:60]([O:62][C:84]([CH3:83])([CH3:85])[CH3:45])=[O:61])[C:58]([O:64][CH2:65][C:66]2[CH:67]=[CH:68][C:69]([N+:72]([O-:74])=[O:73])=[CH:70][CH:71]=2)=[O:63])[CH:13]([CH:19]([O:21][C:22]([O:24][CH2:25][C:26]2[CH:27]=[CH:28][C:29]([N+:32]([O-:34])=[O:33])=[CH:30][CH:31]=2)=[O:23])[CH3:20])[C:12]1=[O:35])[C:37]1[CH:42]=[CH:41][C:40]([O:43][CH3:44])=[CH:39][CH:38]=1 |f:4.5|. Procedure: 0.8 g of 1-(di-p-anisylmethyl)-3-(1-p-nitrobenzyloxycarbonyloxyethyl)-4-carboxymethyl-2-azetidinone was dissolved in 20 ml of dried methylene chloride, and 0.17 ml of N-methylmorpholine was added thereto. After cooling to -10° C. or less, 0.15 ml of ethyl chloroformate was added dropwise thereto, followed by stirring for 30 minutes. Separately, 0.81 g of t-butyl-(p-nitrobenzyl) malonate was dissolved in 15 ml of dried tetrahydrofuran, and 0.14 g of sodium hydride (50% purity) was added to the re...